From a dataset of the Open Reaction Database (ORD), a public repository of structured organic reaction records. describe an organic reaction: reactants, conditions, products, and yield The reactants are ClCC=1SC(=CN1)C (2-(chloromethyl)-5-methyl-1,3-thiazole), C([O-])([O-])=O.[K+].[K+] (potassium carbonate), O=C1N(C(C2=C(N1)C=C(S2)C2=CC=CC=C2)=O)C2CCN(CC2)C(=O)OC(C)(C)C (tert-butyl 4-(2,4-dioxo-6-phenyl-1,4-dihydrothieno[3,2-d]pyrimidin-3(2H)-yl)piperidine-1-carboxylate). Run in CN(C)C=O (DMF). Yields the product CC1=CN=C(S1)CN1C(N(C(C2=C1C=C(S2)C2=CC=CC=C2)=O)C2CCN(CC2)C(=O)OC(C)(C)C)=O (tert-butyl 4-{1-[(5-methyl-1,3-thiazol-2-yl)methyl]-2,4-dioxo-6-phenyl-1,4-dihydrothieno[3,2-d]pyrimidin-3(2H)-yl}piperidine-1-carboxylate). Reaction SMILES: [O:1]=[C:2]1[NH:7][C:6]2[CH:8]=[C:9]([C:11]3[CH:16]=[CH:15][CH:14]=[CH:13][CH:12]=3)[S:10][C:5]=2[C:4](=[O:17])[N:3]1[CH:18]1[CH2:23][CH2:22][N:21]([C:24]([O:26][C:27]([CH3:30])([CH3:29])[CH3:28])=[O:25])[CH2:20][CH2:19]1.Cl[CH2:32][C:33]1[S:34][C:35]([CH3:38])=[CH:36][N:37]=1.C(=O)([O-])[O-].[K+].[K+]>CN(C=O)C>[CH3:38][C:35]1[S:34][C:33]([CH2:32][N:7]2[C:6]3[CH:8]=[C:9]([C:11]4[CH:16]=[CH:15][CH:14]=[CH:13][CH:12]=4)[S:10][C:5]=3[C:4](=[O:17])[N:3]([CH:18]3[CH2:23][CH2:22][N:21]([C:24]([O:26][C:27]([CH3:30])([CH3:29])[CH3:28])=[O:25])[CH2:20][CH2:19]3)[C:2]2=[O:1])=[N:37][CH:36]=1 |f:2.3.4|. Procedure details: According to GP1 tert-butyl 4-(2,4-dioxo-6-phenyl-1,4-dihydrothieno[3,2-d]pyrimidin-3(2H)-yl)piperidine-1-carboxylate (855 mg; compound B50) is reacted with 2-(chloromethyl)-5-methyl-1,3-thiazole (366 mg; compound D12) in the presence of potassium carbonate (554 mg) in DMF (10 ml). Using WU1 the title compound is obtained as a solid. The reactants are CCN=C=O, Cc1ccccc1, CC(C)(C)c1cc(C(NO)c2ccccc2)cc(C(C)(C)C)c1O. The product is CCNC(=O)N(O)C(c1ccccc1)c1cc(C(C)(C)C)c(O)c(C(C)(C)C)c1. As a reaction SMILES: [CH2:1]([CH3:2])[N:3]=[C:4]=[O:5].[CH3:30][c:31]1[cH:32][cH:33][cH:34][cH:35][cH:36]1.[CH3:6][C:7]([CH3:8])([CH3:9])[c:10]1[c:11]([OH:29])[c:12]([C:25]([CH3:26])([CH3:27])[CH3:28])[cH:13][c:14]([CH:16]([c:17]2[cH:18][cH:19][cH:20][cH:21][cH:22]2)[NH:23][OH:24])[cH:15]1>>[CH2:1]([CH3:2])[NH:3][C:4](=[O:5])[N:23]([CH:16]([c:14]1[cH:13][c:12]([C:25]([CH3:26])([CH3:27])[CH3:28])[c:11]([OH:29])[c:10]([C:7]([CH3:6])([CH3:8])[CH3:9])[cH:15]1)[c:17]1[cH:18][cH:19][cH:20][cH:21][cH:22]1)[OH:24]. Reactants: C(C)N(CCOC1=CC=C(C=C1)NC1=NC=C(C(=N1)NC)[N+](=O)[O-])CC (2-[[4-[2-(diethylamino)ethoxy]phenyl]amino]-4-(methylamino)-5-nitropyrimidine). Reagents/catalysts: [Pd] (Pd/C). The product is NC=1C(=NC(=NC1)NC1=CC=C(C=C1)OCCN(CC)CC)NC (5Amino-2-[[4-[2-(diethylamino)ethoxy]phenyl]amino]-4-(methylamino)pyrimidine). RXN SMILES: [CH2:1]([N:3]([CH2:25][CH3:26])[CH2:4][CH2:5][O:6][C:7]1[CH:12]=[CH:11][C:10]([NH:13][C:14]2[N:19]=[C:18]([NH:20][CH3:21])[C:17]([N+:22]([O-])=O)=[CH:16][N:15]=2)=[CH:9][CH:8]=1)[CH3:2]>[Pd]>[NH2:22][C:17]1[C:18]([NH:20][CH3:21])=[N:19][C:14]([NH:13][C:10]2[CH:9]=[CH:8][C:7]([O:6][CH2:5][CH2:4][N:3]([CH2:25][CH3:26])[CH2:1][CH3:2])=[CH:12][CH:11]=2)=[N:15][CH:16]=1. Reported procedure: Hydrogenation of 2-[[4-[2-(diethylamino)ethoxy]phenyl]amino]-4-(methylamino)-5-nitropyrimidine (from Example 2(2) above) over Pd/C gave the title compound as an oil. Reactants: CC(COS(=O)(=O)C1=CC=C(C)C=C1)(C(C)=O)C (2,2-dimethyl-1-tosyloxy-butan-3-one), O (water), C[O-].[Na+] (sodium methylate), ClC1=CC=C(C=C1)O (4-chlorophenol). Solvent: glycol, CO (methanol). Product: ClC1=CC=C(OCC(C(C)=O)(C)C)C=C1 (1-(4-chlorophenoxy)-2,2-dimethyl-butan-3-one). Yield: 55.5%. As a reaction SMILES: C[O-].[Na+].[Cl:4][C:5]1[CH:10]=[CH:9][C:8]([OH:11])=[CH:7][CH:6]=1.[CH3:12][C:13]([CH3:29])([C:26](=[O:28])[CH3:27])[CH2:14]OS(C1C=CC(C)=CC=1)(=O)=O.O>CO>[Cl:4][C:5]1[CH:10]=[CH:9][C:8]([O:11][CH2:12][C:13]([CH3:29])([CH3:14])[C:26](=[O:28])[CH3:27])=[CH:7][CH:6]=1 |f:0.1|. Procedure: 29.7 g (0.55 mole) of sodium methylate were dissolved in 500 ml of methanol, and 70.4 g (0.55 mol) of 4-chlorophenol were added, while stirring. After stirring the mixture for 10 minutes, the solvent was distilled off under reduced pressure and the residue was taken up in 100 ml of glycol. This solution was added to a solution of 135 g (0.5 mole) of 2,2-dimethyl-1-tosyloxy-butan-3-one in 200 ml of glycol. The reaction mixture was stirred at 100° to 120° C. for 48 hours, cooled and stirred into 2... The reactants are CC1=C(C(=CC(=C1)OCCCC1=NC(=CC=C1)C)C)C1=CC(=CC=C1)COC1=CC=C(C=C1)CCC(=O)O (3-[4-({2′,6′-dimethyl-4′-[3-(6-methylpyridin-2-yl)propoxy]biphenyl-3-yl}methoxy)phenyl]propanoic acid), C(C)(=O)OCC.Cl (hydrogen chloride-ethyl acetate). The solvent is C(C)(=O)OCC (ethyl acetate). Product: Cl.CC1=C(C(=CC(=C1)OCCCC1=NC(=CC=C1)C)C)C1=CC(=CC=C1)COC1=CC=C(C=C1)CCC(=O)O (3-[4-({2′,6′-dimethyl-4′-[3-(6-methylpyridin-2-yl)propoxy]biphenyl-3-yl}methoxy)phenyl]propanoic acid hydrochloride). Yield: 69.9%. As a reaction SMILES: [CH3:1][C:2]1[CH:7]=[C:6]([O:8][CH2:9][CH2:10][CH2:11][C:12]2[CH:17]=[CH:16][CH:15]=[C:14]([CH3:18])[N:13]=2)[CH:5]=[C:4]([CH3:19])[C:3]=1[C:20]1[CH:25]=[CH:24][CH:23]=[C:22]([CH2:26][O:27][C:28]2[CH:33]=[CH:32][C:31]([CH2:34][CH2:35][C:36]([OH:38])=[O:37])=[CH:30][CH:29]=2)[CH:21]=1.C(OCC)(=O)C.[ClH:45]>C(OCC)(=O)C>[ClH:45].[CH3:19][C:4]1[CH:5]=[C:6]([O:8][CH2:9][CH2:10][CH2:11][C:12]2[CH:17]=[CH:16][CH:15]=[C:14]([CH3:18])[N:13]=2)[CH:7]=[C:2]([CH3:1])[C:3]=1[C:20]1[CH:25]=[CH:24][CH:23]=[C:22]([CH2:26][O:27][C:28]2[CH:33]=[CH:32][C:31]([CH2:34][CH2:35][C:36]([OH:38])=[O:37])=[CH:30][CH:29]=2)[CH:21]=1 |f:1.2,4.5|. Procedure details: To a solution of 3-[4-({2′,6′-dimethyl-4′-[3-(6-methylpyridin-2-yl)propoxy]biphenyl-3-yl}methoxy)phenyl]propanoic acid (55 mg, 0.11 mmol) in ethyl acetate (2.2 mL) was added 4 N hydrogen chloride-ethyl acetate solution (81 μL, 0.32 mmol) and the mixture was concentrated under reduced pressure. The obtained crystals were collected by filtration, washed and dried to give the title compound (42 mg, yield 71%) as colorless crystals. The reactants are FC(C(=O)O)(F)F.C(Cl)Cl (trifluoroacetic acid methylene chloride), C(C)(C)(C)OC(=O)NC(C)(C)C1=NC2=C(C(O1)=O)C(=CC=C2)C (2-{1-[(tert-butoxycarbonyl)amino]-1-methylethyl}-5-methyl-4H-3,1-benzoxazin-4-one). The solvent is Cl.O1CCOCC1 (hydrochloric acid 1,4-dioxane). The product is hydrochloride salt, NC(C)(C)C1=NC2=C(C(O1)=O)C(=CC=C2)C (2-(1-amino-1-methylethyl)-5-methyl-4H-3,1-benzoxazin-4-one). RXN SMILES: FC(F)(F)C(O)=O.C(Cl)Cl.C(OC([NH:18][C:19]([C:22]1[O:27][C:26](=[O:28])[C:25]2[C:29]([CH3:33])=[CH:30][CH:31]=[CH:32][C:24]=2[N:23]=1)([CH3:21])[CH3:20])=O)(C)(C)C>Cl.O1CCOCC1>[NH2:18][C:19]([C:22]1[O:27][C:26](=[O:28])[C:25]2[C:29]([CH3:33])=[CH:30][CH:31]=[CH:32][C:24]=2[N:23]=1)([CH3:21])[CH3:20] |f:0.1,3.4|. Procedure details: 250 ml of a 50% trifluoroacetic acid-methylene chloride solution was added dropwise under ice-cooling to 5.63 g of 2-{1-[(tert-butoxycarbonyl)amino]-1-methylethyl}-5-methyl-4H-3,1-benzoxazin-4-one with stirring. The mixture was stirred at 0° C. for 0.58 hour, and concentration of the mixture gave a residue which was dissolved in 80 ml of a 4N hydrochloric acid-1,4-dioxane solution at 0° C. After stirring for 0.58 hour, the reaction mixture was subjected to azeotropic distilation with toluen so a...